Dataset: the Open Reaction Database (ORD), a public repository of structured organic reaction records. Task: describe an organic reaction: reactants, conditions, products, and yield The reactants are [OH-].[K+] (potassium hydroxide), C(C)(C)(C)C=1C(=C(C(=O)O)C=C(C1)C(C)(C)C)OC (3,5-di-t-butyl-2-methoxybenzoic acid), O.O.O.O.O.O.O.S(=O)(=O)([O-])[O-].[Zn+2] (zinc sulfate heptahydrate). Solvent: O (water), O (water), O (water). Run at time 2 hour. Yields the product C(C)(C)(C)C=1C(=C(C(=O)[O-])C=C(C1)C(C)(C)C)OC.[Zn+2].C(C)(C)(C)C=1C(=C(C(=O)[O-])C=C(C1)C(C)(C)C)OC (zinc 3,5-di-t-butyl-2-methoxybenzoate). RXN SMILES: [C:1]([C:5]1[C:6]([O:18][CH3:19])=[C:7]([CH:11]=[C:12]([C:14]([CH3:17])([CH3:16])[CH3:15])[CH:13]=1)[C:8]([OH:10])=[O:9])([CH3:4])([CH3:3])[CH3:2].[OH-].[K+].O.O.O.O.O.O.O.S([O-])([O-])(=O)=O.[Zn+2:34]>O>[C:1]([C:5]1[C:6]([O:18][CH3:19])=[C:7]([CH:11]=[C:12]([C:14]([CH3:17])([CH3:16])[CH3:15])[CH:13]=1)[C:8]([O-:10])=[O:9])([CH3:4])([CH3:2])[CH3:3].[Zn+2:34].[C:1]([C:5]1[C:6]([O:18][CH3:19])=[C:7]([CH:11]=[C:12]([C:14]([CH3:17])([CH3:16])[CH3:15])[CH:13]=1)[C:8]([O-:10])=[O:9])([CH3:4])([CH3:2])[CH3:3] |f:1.2,3.4.5.6.7.8.9.10.11,13.14.15|. Procedure details: Five parts of 3,5-di-t-butyl-2-methoxybenzoic acid was added to 48 parts of water, followed by the dropwise addition of an aqueous solution of 1.2 parts of 96% potassium hydroxide in 2 parts of water. The resulting mixture was converted into a solution by heating to a temperature of 40° to 50° C. An aqueous solution of 2.7 parts of zinc sulfate heptahydrate in 10 parts of water was dropped into the solution at 60° C. over a period of 15 minutes. After the completion of the dropping, the obtained... RXN SMILES: Br[C:2]1[C:7]([F:8])=[CH:6][C:5]([S:9]([NH:12][CH:13]2[CH2:15][CH2:14]2)(=[O:11])=[O:10])=[C:4]([F:16])[CH:3]=1.[C:17]([C:19]1[N:23]([CH3:24])[C:22](B(O)O)=[CH:21][CH:20]=1)#[N:18].[F-].[K+].C(P(C(C)(C)C)C(C)(C)C)(C)(C)C>C1C=CC(/C=C/C(/C=C/C2C=CC=CC=2)=O)=CC=1.C1C=CC(/C=C/C(/C=C/C2C=CC=CC=2)=O)=CC=1.C1C=CC(/C=C/C(/C=C/C2C=CC=CC=2)=O)=CC=1.[Pd].[Pd]>[C:17]([C:19]1[N:23]([CH3:24])[C:22]([C:2]2[C:7]([F:8])=[CH:6][C:5]([S:9]([NH:12][CH:13]3[CH2:15][CH2:14]3)(=[O:11])=[O:10])=[C:4]([F:16])[CH:3]=2)=[CH:21][CH:20]=1)#[N:18] |f:2.3,5.6.7.8.9|. Reported procedure: According to general procedure B, 4-bromo-N-cyclopropyl-2,5-difluorobenzenesulfonamide (150 mg, 0.5 mmol), 5-cyano-1-methyl-1H-pyrrol-2-ylboronic acid (90 mg, 0.60 mmol), potassium fluoride (96 mg, 1.65 mmol), and tris(dibenzylideneacetone)dipalladium (12 mg, 0.013 mmol) were placed in an oven dried flask under nitrogen and dry THF (1.3 mL) was added. Tri-t-butylphosphine (75 μL, 0.026 mmol, 10 wt % in hexane) was added and the reaction was stirred for 16 hours. Purification afforded 4-(5-cyano-... Conditions: time 16 hour. The yield is 19.6%. Reactants: BrC1=CC(=C(C=C1F)S(=O)(=O)NC1CC1)F (4-bromo-N-cyclopropyl-2,5-difluorobenzenesulfonamide), C(C)(C)(C)P(C(C)(C)C)C(C)(C)C (Tri-t-butylphosphine), C(#N)C1=CC=C(N1C)B(O)O (5-cyano-1-methyl-1H-pyrrol-2-ylboronic acid), [F-].[K+] (potassium fluoride). Yields the product C(#N)C1=CC=C(N1C)C1=CC(=C(C=C1F)S(=O)(=O)NC1CC1)F (4-(5-cyano-1-methyl-1H-pyrrol-2-yl)-N-cyclopropyl-2,5-difluorobenzenesulfonamide). Reagents/catalysts: C=1C=CC(=CC1)/C=C/C(=O)/C=C/C2=CC=CC=C2.C=1C=CC(=CC1)/C=C/C(=O)/C=C/C2=CC=CC=C2.C=1C=CC(=CC1)/C=C/C(=O)/C=C/C2=CC=CC=C2.[Pd].[Pd] (tris(dibenzylideneacetone)dipalladium). The reactants are COC(=O)c1cc(N(C)C)c(C(C)(C)C)c(N(C)C)c1, CS(C)=O, CS(C)(=O)=O, [H-], [Na+]. The product is CN(C)c1cc(C(=O)CS(C)(=O)=O)cc(N(C)C)c1C(C)(C)C. Reaction SMILES: [C:8]([CH3:9])([CH3:10])([CH3:11])[c:12]1[c:13]([N:25]([CH3:26])[CH3:27])[cH:14][c:15]([C:16](=[O:17])[O:18][CH3:19])[cH:20][c:21]1[N:22]([CH3:23])[CH3:24].[CH3:28][S:29]([CH3:30])=[O:31].[CH3:3][S:4](=[O:5])(=[O:6])[CH3:7].[H-:1].[Na+:2]>>[CH2:3]([S:4](=[O:5])(=[O:6])[CH3:7])[C:16]([c:15]1[cH:14][c:13]([N:25]([CH3:26])[CH3:27])[c:12]([C:8]([CH3:9])([CH3:10])[CH3:11])[c:21]([N:22]([CH3:23])[CH3:24])[cH:20]1)=[O:17]. The reactants are O (Water), BrC=1C=C2C(=C(N1)OC)N(C=C2C2=C(C=CC(=C2)[N+](=O)[O-])OC2=C(C=C(C=C2)F)F)C (5-bromo-3-(2-(2,4-difluorophenoxy)-5-nitrophenyl)-7-methoxy-1-methyl-1H-pyrrolo[2,3-c]pyridine), [B-](CN1CCOCC1)(F)(F)F.[K+] (potassium trifluoro(morpholinomethyl)borate), dicyclohexyl(2′,4′,6′-triisopropyl-[1′,1′-biphenyl]-2-yl)phosphine, C(=O)([O-])[O-].[Cs+].[Cs+] (Cs2CO3). The reagents and catalysts are C(C)(=O)[O-].[Pd+2].C(C)(=O)[O-] (palladium (II) acetate). The solvent is O1CCOCC1.O (dioxane water). Yields the product FC1=C(OC2=C(C=C(C=C2)[N+](=O)[O-])C2=CN(C3=C(N=C(C=C32)CN3CCOCC3)OC)C)C=CC(=C1)F (4-((3-(2-(2,4-difluorophenoxy)-5-nitrophenyl)-7-methoxy-1-methyl-1H-pyrrolo[2,3-c]pyridin-5-yl)methyl)morpholine). Yield: 52.7%. As a reaction SMILES: Br[C:2]1[CH:3]=[C:4]2[C:12]([C:13]3[CH:18]=[C:17]([N+:19]([O-:21])=[O:20])[CH:16]=[CH:15][C:14]=3[O:22][C:23]3[CH:28]=[CH:27][C:26]([F:29])=[CH:25][C:24]=3[F:30])=[CH:11][N:10]([CH3:31])[C:5]2=[C:6]([O:8][CH3:9])[N:7]=1.[B-](F)(F)(F)[CH2:33][N:34]1[CH2:39][CH2:38][O:37][CH2:36][CH2:35]1.[K+].C([O-])([O-])=O.[Cs+].[Cs+].O>O1CCOCC1.O.C([O-])(=O)C.[Pd+2].C([O-])(=O)C>[F:30][C:24]1[CH:25]=[C:26]([F:29])[CH:27]=[CH:28][C:23]=1[O:22][C:14]1[CH:15]=[CH:16][C:17]([N+:19]([O-:21])=[O:20])=[CH:18][C:13]=1[C:12]1[C:4]2[C:5](=[C:6]([O:8][CH3:9])[N:7]=[C:2]([CH2:33][N:34]3[CH2:39][CH2:38][O:37][CH2:36][CH2:35]3)[CH:3]=2)[N:10]([CH3:31])[CH:11]=1 |f:1.2,3.4.5,7.8,9.10.11|. Reported procedure: A mixture of Example 182B (110 mg, 0.224 mmol), potassium trifluoro(morpholinomethyl)borate (55.7 mg, 0.269 mmol), palladium (II) acetate (3.02 mg, 0.013 mmol), dicyclohexyl(2′,4′,6′-triisopropyl-[1′,1′-biphenyl]-2-yl)phosphine (12.83 mg, 0.027 mmol), and Cs2CO3 (219 mg, 0.673 mmol) in 4 mL dioxane-water (9:1) was heated under nitrogen in Biotage Initiator microwave oven at 150° C. for 45 minutes. Water was added, extracted with ethyl acetate (2×), washed with water (2×), saturated aqueous sodiu... Starting materials: NC[C@H]1C[C@H](C1)N1C=C(C2=C1N=CN=C2N)C2=CC(=CC=C2)OCC2=CC=CC=C2 (cis-7-(3-aminomethyl-cyclobutyl)-5-(3-benzyloxy-phenyl)-7H-pyrrolo[2,3-d]pyrimidin-4-ylamine), CN=C=O (methyl isocyanate). The product is NC=1C2=C(N=CN1)N(C=C2C2=CC(=CC=C2)OCC2=CC=CC=C2)[C@H]2C[C@H](C2)CNC(=O)NC (cis-1-{3-[4-Amino-5-(3-benzyloxy-phenyl)-pyrrolo[2,3-d]pyrimidin-7-yl]-cyclobutylmethyl}-3-methyl-urea). As a reaction SMILES: [NH2:1][CH2:2][C@@H:3]1[CH2:6][C@H:5]([N:7]2[C:11]3[N:12]=[CH:13][N:14]=[C:15]([NH2:16])[C:10]=3[C:9]([C:17]3[CH:22]=[CH:21][CH:20]=[C:19]([O:23][CH2:24][C:25]4[CH:30]=[CH:29][CH:28]=[CH:27][CH:26]=4)[CH:18]=3)=[CH:8]2)[CH2:4]1.[CH3:31][N:32]=[C:33]=[O:34]>>[NH2:16][C:15]1[C:10]2[C:9]([C:17]3[CH:22]=[CH:21][CH:20]=[C:19]([O:23][CH2:24][C:25]4[CH:30]=[CH:29][CH:28]=[CH:27][CH:26]=4)[CH:18]=3)=[CH:8][N:7]([C@@H:5]3[CH2:4][C@H:3]([CH2:2][NH:1][C:33]([NH:32][CH3:31])=[O:34])[CH2:6]3)[C:11]=2[N:12]=[CH:13][N:14]=1. Procedure details: cis-1-{3-[4-Amino-5-(3-benzyloxy-phenyl)-pyrrolo[2,3-d]pyrimidin-7-yl]-cyclobutylmethyl}-3-methyl-urea is prepared as described in Example 26 starting with cis-7-(3-aminomethyl-cyclobutyl)-5-(3-benzyloxy-phenyl)-7H-pyrrolo[2,3-d]pyrimidin-4-ylamine and methyl isocyanate (ChemService Inc., West Chester, Pa., U.S.A.). Analytical HPLC: tR=6.49 min (Grad 2); ES-MS: m/eo=456.9. Yields the product Cl, CC(C)(C)c1cc(I)c(O)c(CN)c1. RXN SMILES: [ClH:18].[ClH:1].[I:15][Cl:16].[NH2:2][CH2:3][c:4]1[c:5]([OH:14])[cH:6][cH:7][c:8]([C:10]([CH3:11])([CH3:12])[CH3:13])[cH:9]1.[OH2:17]>>[ClH:1].[NH2:2][CH2:3][c:4]1[c:5]([OH:14])[c:6]([I:15])[cH:7][c:8]([C:10]([CH3:11])([CH3:12])[CH3:13])[cH:9]1. The reactants are Cl, Cl, ClI, CC(C)(C)c1ccc(O)c(CN)c1, O.